Dataset: the Open Reaction Database (ORD), a public repository of structured organic reaction records. Task: describe an organic reaction: reactants, conditions, products, and yield The reactants are C12NC(C(C=C1)C2)=O (2-azabicyclo[2.2.1]hept-5-en-3-one), osmate ester, OC1C2C(NC(C1O)C2)=O (5,6-dihydroxy-2-azabicyclo[2.2.1]heptan-3-one), C(C)(=O)OC=C (vinyl acetate), S([O-])(O)=O.[Na+] (sodium bisulfite). The reagents and catalysts are [Os](=O)(=O)(=O)=O (osmium tetroxide), [Na+].[Na+].Cl[Pd+2](Cl)(Cl)Cl (sodium tetrachloropalladate). The solvent is N1=CC=CC=C1 (pyridine), O (water), N1=CC=CC=C1 (pyridine). Product: crude product, OC1C2C(N(C(C1O)C2)C=C)=O (5,6-dihydroxy-2-vinyl-2-azabicyclo[2.2.1]heptan-3-one). Reaction SMILES: [OH:1][CH:2]1[CH:7]([OH:8])[CH:6]2[CH2:9][CH:3]1[C:4](=[O:10])[NH:5]2.[CH:11]12CC(C=[CH:16]1)C(=O)N2.S(=O)(O)[O-].[Na+].C(OC=C)(=O)C>N1C=CC=CC=1.O.[Os](=O)(=O)(=O)=O.[Na+].[Na+].Cl[Pd+2](Cl)(Cl)Cl>[OH:1][CH:2]1[CH:7]([OH:8])[CH:6]2[CH2:9][CH:3]1[C:4](=[O:10])[N:5]2[CH:11]=[CH2:16] |f:2.3,8.9.10|. Procedure: The intermediate 5,6-dihydroxy-2-azabicyclo[2.2.1]heptan-3-one is made by stirring a solution of 2-azabicyclo[2.2.1]hept-5-en-3-one (1.00 g, 9.16 mmole) and osmium tetroxide (2.33 g, 9.16 mmole) in pyridine (35 ml) at room temperature for 2 hours. The osmate ester is cleaved by mixing the reaction solution with a solution of sodium bisulfite (4.2 g) in water (70 ml) and pyridine (50 ml). The product is extracted from the reaction solution with 3-150 ml portions of methylene chloride. Evaporation... Reactants: C(C1=CC=CC=C1)OC1C(OC(C(C1OCC1=CC=CC=C1)OCC1=CC=CC=C1)COCC1=CC=CC=C1)=O (3,4,5-trisbenzyloxy-6-benzyloxymethyltetrahydropyran-2-one), [Cl-].[NH4+] (ammonium chloride), CCCCCC.C(CCC)[Li] (n-butyllithium hexane), BrC1=CC(=CC2=CC=CC=C12)CC1=CC2=C(S1)C=CC=C2 (2-(4-bromonaphthalen-2-ylmethyl)-benzo[b]thiophene). The solvent is C1CCOC1 (THF), C1CCOC1 (THF). Run at temperature -78 celsius, time 5 minute. The product is S1C2=C(C=C1CC=1C=C(C3=CC=CC=C3C1)C1(O[C@@H]([C@@H]([C@@H]([C@H]1OCC1=CC=CC=C1)OCC1=CC=CC=C1)OCC1=CC=CC=C1)COCC1=CC=CC=C1)O)C=CC=C2 ((3R,4S,5S,6R)-2-[3-(Benzo[b]thiophen-2-ylmethyl)naphthalen-1-yl]-3,4,5-trisbenzyloxy-6-benzyloxymethyltetrahydropyran-2-ol). Yield: 75.2%. RXN SMILES: CCCCCC.C([Li])CCC.Br[C:13]1[C:22]2[C:17](=[CH:18][CH:19]=[CH:20][CH:21]=2)[CH:16]=[C:15]([CH2:23][C:24]2[S:28][C:27]3[CH:29]=[CH:30][CH:31]=[CH:32][C:26]=3[CH:25]=2)[CH:14]=1.[CH2:33]([O:40][CH:41]1[CH:46]([O:47][CH2:48][C:49]2[CH:54]=[CH:53][CH:52]=[CH:51][CH:50]=2)[CH:45]([O:55][CH2:56][C:57]2[CH:62]=[CH:61][CH:60]=[CH:59][CH:58]=2)[CH:44]([CH2:63][O:64][CH2:65][C:66]2[CH:71]=[CH:70][CH:69]=[CH:68][CH:67]=2)[O:43][C:42]1=[O:72])[C:34]1[CH:39]=[CH:38][CH:37]=[CH:36][CH:35]=1.[Cl-].[NH4+]>C1COCC1>[S:28]1[C:24]([CH2:23][C:15]2[CH:14]=[C:13]([C:42]3([OH:72])[C@H:41]([O:40][CH2:33][C:34]4[CH:35]=[CH:36][CH:37]=[CH:38][CH:39]=4)[C@@H:46]([O:47][CH2:48][C:49]4[CH:54]=[CH:53][CH:52]=[CH:51][CH:50]=4)[C@@H:45]([O:55][CH2:56][C:57]4[CH:58]=[CH:59][CH:60]=[CH:61][CH:62]=4)[C@@H:44]([CH2:63][O:64][CH2:65][C:66]4[CH:67]=[CH:68][CH:69]=[CH:70][CH:71]=4)[O:43]3)[C:22]3[C:17]([CH:16]=2)=[CH:18][CH:19]=[CH:20][CH:21]=3)=[CH:25][C:26]2[CH:32]=[CH:31][CH:30]=[CH:29][C:27]1=2 |f:0.1,4.5|. Procedure details: Under a nitrogen atmosphere, an n-butyllithium hexane solution (1.6 M, 1.58 ml, 2.53 mmol) was added dropwise to a solution of 2-(4-bromonaphthalen-2-ylmethyl)-benzo[b]thiophene (0.81 g, 2.29 mmol) in anhydrous THF (15 ml) at −78° C. over five minutes. The reaction mixture was stirred at −78° C. for 5 minutes, and then a solution of 3,4,5-trisbenzyloxy-6-benzyloxymethyltetrahydropyran-2-one (1.36 g, 2.52 mmol) in anhydrous THF (10 ml) was added dropwise thereto at −78° C. and the reaction soluti... Starting materials: C([O-])([O-])=O.[Na+].[Na+] (Sodium carbonate), B(C1=CC(=CC=C1)C(=O)N)(O)O (benzamide-3-boronic acid), BrC=1C=C2C(=NC(=NC2=CC1)C1=C(C=CC=C1)F)N1C=CC=2C=NC=CC21 (6-Bromo-2-(2-fluoro-phenyl)-4-pyrrolo[3,2-c]pyridin-1-yl-quinazoline). The reagents and catalysts are C=1C=CC(=CC1)[P](C=2C=CC=CC2)(C=3C=CC=CC3)[Pd]([P](C=4C=CC=CC4)(C=5C=CC=CC5)C=6C=CC=CC6)([P](C=7C=CC=CC7)(C=8C=CC=CC8)C=9C=CC=CC9)[P](C=1C=CC=CC1)(C=1C=CC=CC1)C=1C=CC=CC1 (tetrakis(triphenylphosphine)palladium(0)). Run in O1CCCC1 (tetrahydrofuran). Conditions: temperature 80 celsius. The product is FC1=C(C=CC=C1)C1=NC2=CC=C(C=C2C(=N1)N1C=CC=2C=NC=CC21)C=2C=C(C(=O)N)C=CC2 (3-[2-(2-Fluoro-phenyl)-4-pyrrolo[3,2-c]pyridin-1-yl-quinazolin-6-yl]-benzamide). Yield: 26.5%. RXN SMILES: Br[C:2]1[CH:3]=[C:4]2[C:9](=[CH:10][CH:11]=1)[N:8]=[C:7]([C:12]1[CH:17]=[CH:16][CH:15]=[CH:14][C:13]=1[F:18])[N:6]=[C:5]2[N:19]1[C:27]2[CH:26]=[CH:25][N:24]=[CH:23][C:22]=2[CH:21]=[CH:20]1.C(=O)([O-])[O-].[Na+].[Na+].B(O)(O)[C:35]1[CH:40]=[CH:39][CH:38]=[C:37]([C:41]([NH2:43])=[O:42])[CH:36]=1>O1CCCC1.C1C=CC([P]([Pd]([P](C2C=CC=CC=2)(C2C=CC=CC=2)C2C=CC=CC=2)([P](C2C=CC=CC=2)(C2C=CC=CC=2)C2C=CC=CC=2)[P](C2C=CC=CC=2)(C2C=CC=CC=2)C2C=CC=CC=2)(C2C=CC=CC=2)C2C=CC=CC=2)=CC=1>[F:18][C:13]1[CH:14]=[CH:15][CH:16]=[CH:17][C:12]=1[C:7]1[N:6]=[C:5]([N:19]2[C:27]3[CH:26]=[CH:25][N:24]=[CH:23][C:22]=3[CH:21]=[CH:20]2)[C:4]2[C:9](=[CH:10][CH:11]=[C:2]([C:35]3[CH:36]=[C:37]([CH:38]=[CH:39][CH:40]=3)[C:41]([NH2:43])=[O:42])[CH:3]=2)[N:8]=1 |f:1.2.3,^1:54,56,75,94|. Procedure details: 6-Bromo-2-(2-fluoro-phenyl)-4-pyrrolo[3,2-c]pyridin-1-yl-quinazoline from Step E, Example 3 (0.1 g, 0.23 mmol) was dissolved in tetrahydrofuran (5 ml). Sodium carbonate (0.075 g, 0.7 mmol) and benzamide-3-boronic acid (0.040 g, 0.24 mmol) was added followed by tetrakis(triphenylphosphine)palladium(0) (0.005 g, 0.004 mmol) after degassing for 5 mins. Water (0.5 ml) was added drop wise and the mixture was magnetically stirred and heated to 80° C. for 4 hrs. Water was added and product extracted wi... Reactants: N(=[N+]=[N-])CC=1SSC(=CC1)CO[Si](C)(C)C(C)(C)C (3-Azidomethyl-6-[(tert-butyldimethylsilyloxy)methyl]-1,2-dithiin), O (water), C1(=CC=CC=C1)P(C1=CC=CC=C1)C1=CC=CC=C1 (triphenylphosphine), ClC(Cl)(OC(OC(Cl)(Cl)Cl)=O)Cl (triphosgene). The solvent is C1CCOC1 (THF). Run at time 8 hour. Yields the product N(=[N+]=[N-])CC=1SSC(=CC1)CCl (3-Azidomethyl-6-chloromethyl-1,2-Dithiin). Isolated yield 40.2%. Reaction SMILES: [N:1]([CH2:4][C:5]1[S:6][S:7][C:8]([CH2:11]O[Si](C(C)(C)C)(C)C)=[CH:9][CH:10]=1)=[N+:2]=[N-:3].O.C1(P(C2C=CC=CC=2)C2C=CC=CC=2)C=CC=CC=1.[Cl:40]C(Cl)(OC(=O)OC(Cl)(Cl)Cl)Cl>C1COCC1>[N:1]([CH2:4][C:5]1[S:6][S:7][C:8]([CH2:11][Cl:40])=[CH:9][CH:10]=1)=[N+:2]=[N-:3]. Procedure: To a stirred solution of the silyloxyazide 15 (100 mg; 0.31 mmol) in distilled THF (5 mL) was added at room temperature water (6.7 μL), followed by the sequential addition, in one portion, of triphenylphosphine (97 mg; 0.37 mmol) and triphosgene (460 mg; 1.55 mmol). The reaction mixture was shielded from light and stirred at room temperature overnight. The reaction mixture was chromatographed on silica gel, eluting with 10% ethyl acetate in hexane, to afford 27.4 mg (40.4%) of the title chloride... The reactants are C(C)(C)(C)OC(=O)N1[C@@H](CC(C1)=NOC)C(=O)O ((2S,4EZ)-1-(tert-butoxycarbonyl)-4-(methoxyimino)-2-pyrrolidinecarboxylic acid), C(C)(C)(C)OC(=O)N1[C@@H](CC(C1)=NOC)C(=O)O ((2S,4EZ)-1-(tert-butoxycarbonyl)-4-(methoxyimino)-2-pyrrolidinecarboxylic acid), CN1CCOCC1 (NMM), C(C(C)C)OC(=O)Cl (isobutylchloroformate), amine, amine, NC[C@@H](O)C1=CC=CC=C1 ((S)-2-amino-1-phenylethanol). Run in C1CCOC1 (THF). Conditions: temperature -25 celsius, time 30 minute. Yields the product desired product, O[C@H](CNC(=O)[C@H]1N(CC(C1)=NOC)C(=O)OC(C)(C)C)C1=CC=CC=C1 (tert-butyl (2S,4EZ)-2-({[(2S)-2-hydroxy-2-phenylethyl]amino}carbonyl)-4-(methoxyimino)-1-pyrrolidine-carboxylate). Isolated yield 95.9%. As a reaction SMILES: [C:1]([O:5][C:6]([N:8]1[CH2:12][C:11](=[N:13][O:14][CH3:15])[CH2:10][C@H:9]1[C:16]([OH:18])=O)=[O:7])([CH3:4])([CH3:3])[CH3:2].CN1CCOCC1.C(OC(Cl)=O)C(C)C.[NH2:34][CH2:35][C@H:36]([C:38]1[CH:43]=[CH:42][CH:41]=[CH:40][CH:39]=1)[OH:37]>C1COCC1>[OH:37][C@@H:36]([C:38]1[CH:43]=[CH:42][CH:41]=[CH:40][CH:39]=1)[CH2:35][NH:34][C:16]([C@@H:9]1[CH2:10][C:11](=[N:13][O:14][CH3:15])[CH2:12][N:8]1[C:6]([O:5][C:1]([CH3:2])([CH3:3])[CH3:4])=[O:7])=[O:18]. Procedure details: To a solution of the central building block, e.g. (2S,4EZ)-1-(tert-butoxycarbonyl)-4-(methoxyimino)-2-pyrrolidinecarboxylic acid (Intermediate 7) (24.2 mmol, 6.24 g) in dry THF (125 ml) at −25° C. was added NMM (2.5 eq, 60.4 mmol, 6.64 ml) followed by isobutylchloroformate (1.05 eq, 25.4 mmol, 3.3 ml). The resulting mixture was stirred at −25° C. for 30 min and an amine or an amine salt, e.g. (S)-2-amino-1-phenylethanol (1.51 eq, 36.5 mmol, 5 g) was then added. The mixture was allowed to gradual... Starting materials: ClC1=CC(=C(N=N1)C=C)C=1NC2=CC=CC(=C2C1)F (2-(6-chloro-3-vinylpyridazin-4-yl)-4-fluoro-1H-indole), Cl.O1CCOCC1 (HCl dioxane), C(=O)(O)[O-].[Na+] (NaHCO3). Reaction conditions: time 15 minute. Yields the product ClC1=CC(=C(N=N1)CCCl)C=1NC2=CC=CC(=C2C1)F (2-(6-chloro-3-(2-chloroethyl)pyridazin-4-yl)-4-fluoro-1H-indole). The yield is 66.0%. As a reaction SMILES: [Cl:1][C:2]1[N:7]=[N:6][C:5]([CH:8]=[CH2:9])=[C:4]([C:10]2[NH:11][C:12]3[C:17]([CH:18]=2)=[C:16]([F:19])[CH:15]=[CH:14][CH:13]=3)[CH:3]=1.C([O-])(O)=O.[Na+].[ClH:25].O1CCOCC1>>[Cl:1][C:2]1[N:7]=[N:6][C:5]([CH2:8][CH2:9][Cl:25])=[C:4]([C:10]2[NH:11][C:12]3[C:17]([CH:18]=2)=[C:16]([F:19])[CH:15]=[CH:14][CH:13]=3)[CH:3]=1 |f:1.2,3.4|. Procedure: A solution of 2-(6-chloro-3-vinylpyridazin-4-yl)-4-fluoro-1H-indole (80 mg, 0.29 mmol) in HCl-dioxane (5 mL) was stirred at 50° C. After 15 minutes, NaHCO3 (a.q) was added. The mixture was extracted with DCM. The organic phase was dried over Na2SO4. After being concentrated in vacuo, the residue was purified by prep-TLC (DCM) to give the product of 2-(6-chloro-3-(2-chloroethyl)pyridazin-4-yl)-4-fluoro-1H-indole (60 mg, yield: 66%). 1H-NMR (CDCl3, 400 MHz) δ 9.04 (s, 1H), 7.63 (s, 1H), 7.28˜7.31 ... The reactants are C(=O)([O-])[O-].[K+].[K+] (K2CO3), N1(CCOCC1)CCOC1=CC=C(C=C1)O (4-(2-Morpholin-4-yl-ethoxy)-phenol), BrCCCCCCN1C(C=2C(C1=O)=CC=CC2)=O (N-(6-bromohexyl)-phthalimide). The solvent is CN(C)C=O (DMF). Run at temperature 95 celsius, time 17 hour. The product is N1(CCOCC1)CCOC1=CC=C(OCCCCCCC23C(C(=O)NC2=O)C=CC=C3)C=C1 (2-[6-(4-(2-Morpholin-4-yl-ethoxy)-phenoxy)-hexyl]-phthalimide), C1(=CC=CC=C1)O (phenol). Reaction SMILES: [N:1]1([CH2:7][CH2:8][O:9][C:10]2[CH:15]=[CH:14][C:13]([OH:16])=[CH:12][CH:11]=2)[CH2:6][CH2:5][O:4][CH2:3][CH2:2]1.BrCCCCCC[N:24]1[C:28](=[O:29])[C:27]2=[CH:30][CH:31]=[CH:32][CH:33]=[C:26]2[C:25]1=O.[C:35]([O-:38])([O-])=O.[K+].[K+]>CN(C=O)C>[N:1]1([CH2:7][CH2:8][O:9][C:10]2[CH:15]=[CH:14][C:13]([O:16][CH2:12][CH2:11][CH2:10][CH2:15][CH2:14][CH2:25][C:26]34[CH:33]=[CH:32][CH:31]=[CH:30][CH:27]3[C:28]([NH:24][C:35]4=[O:38])=[O:29])=[CH:12][CH:11]=2)[CH2:6][CH2:5][O:4][CH2:3][CH2:2]1.[C:10]1([OH:9])[CH:15]=[CH:14][CH:13]=[CH:12][CH:11]=1 |f:2.3.4|. Reported procedure: 4-(2-Morpholin-4-yl-ethoxy)-phenol (3.39 g, 15.2 mmol), N-(6-bromohexyl)-phthalimide (4.72 g, 15.2 mmol) and K2CO3 (4.20 g, 30.4 mmol) were suspended in DMF (35 mL) under an atmosphere of argon and stirred at 95° C. for 17 h. The solvent was evaporated under reduced pressure and the residue was partitioned between water (150 mL) and CH2Cl2 (150 mL). The aqueous layer was extracted with CH2Cl2 (2×100 mL), the combined org. layers were dried over Na2SO4, filtered and the solvent was removed under ... The reactants are COC1=C2C(=CC=C1)SC(=N2)N, C1=CC=C(C=C1)I. The reagents and catalysts are CC(C)(C)[O-].[Na+], CC1(C2=C(C(=CC=C2)P(C3=CC=CC=C3)C4=CC=CC=C4)OC5=C1C=CC=C5P(C6=CC=CC=C6)C7=CC=CC=C7)C, C1=CC=C(C=C1)/C=C/C(=O)/C=C/C2=CC=CC=C2.C1=CC=C(C=C1)/C=C/C(=O)/C=C/C2=CC=CC=C2.C1=CC=C(C=C1)/C=C/C(=O)/C=C/C2=CC=CC=C2.[Pd].[Pd]. The solvent is CC1=CC=CC=C1. Run at temperature 90 celsius. The product is COC1=C2C(=CC=C1)SC(=N2)NC3=CC=CC=C3. The yield is 15.2%. Procedure: 4-methoxybenzo[d]thiazol-2-amine (0.216 g, 1.20 mmol), iodobenzene (0.112 mL, 1.00 mmol), XANTPHOS (0.058 g, 0.10 mmol), Pd2(dba)3 (0.027 g, 0.03 mmol) and SODIUM TERT-BUTOXIDE (0.192 g, 2.00 mmol) placed in a sealed reaction via under an atmosphere of nitrogen and heated at 90ºC for 1 hour. LC/MS indicated mainly product, little SM. Cooled, diluted DCM and washed with water and brine. Org phase dried/MgSO4, filtered and evaporated. The crude product was purified by flash silica chromatography, ...